From a dataset of the Open Reaction Database (ORD), a public repository of structured organic reaction records. describe an organic reaction: reactants, conditions, products, and yield The reactants are [N+](=O)([O-])C=1C(NC=CC1C)=O (3-Nitro-4-methyl-2-pyridone), CI (methyl iodide). The reagents and catalysts are [Zn] (zinc). Solvent: C(C)(=O)O (acetic acid). Product: COC1=NC=CC(=C1N)C (2-methoxy-3-amino-4-methylpyridine). RXN SMILES: [N+:1]([C:4]1[C:5](=[O:11])[NH:6][CH:7]=[CH:8][C:9]=1[CH3:10])([O-])=O.[CH3:12]I>[Zn].C(O)(=O)C>[CH3:12][O:11][C:5]1[C:4]([NH2:1])=[C:9]([CH3:10])[CH:8]=[CH:7][N:6]=1. Reported procedure: 3-Nitro-4-methyl-2-pyridone was methylated with methyl iodide and reduced with zinc and acetic acid to give 2-methoxy-3-amino-4-methylpyridine. This material was coupled with 2-(4-(1-methylpropyl)phenoxynonanoic acid according to the procedure of Example 25 to give the title compound. Reactants: NC1=C(C=NN1C1=CC=C(C=C1)OC(F)(F)F)C(=O)OCC (ethyl 5-amino-1-[4-(trifluoromethoxy)phenyl]-1H-pyrazole-4-carboxylate), N(=O)OCCC(C)C (isoamyl nitrite), N(=O)OCCC(C)C (isoamyl nitrite). The solvent is C1CCOC1 (THF). The product is FC(OC1=CC=C(C=C1)N1N=CC(=C1)C(=O)OCC)(F)F (ethyl 1-[4-(trifluoromethoxy)phenyl]-1H-pyrazole-4-carboxylate). The yield is 86.6%. RXN SMILES: N[C:2]1[N:6]([C:7]2[CH:12]=[CH:11][C:10]([O:13][C:14]([F:17])([F:16])[F:15])=[CH:9][CH:8]=2)[N:5]=[CH:4][C:3]=1[C:18]([O:20][CH2:21][CH3:22])=[O:19].N(OCCC(C)C)=O>C1COCC1>[F:17][C:14]([F:15])([F:16])[O:13][C:10]1[CH:11]=[CH:12][C:7]([N:6]2[CH:2]=[C:3]([C:18]([O:20][CH2:21][CH3:22])=[O:19])[CH:4]=[N:5]2)=[CH:8][CH:9]=1. Reported procedure: A solution of aminopyrazole 115 (1.850 g, 5.87 mmol) and isoamyl nitrite (0.83 mL, 6.18 mmol) in THF (20 mL) was refluxed for 14 h, then further isoamyl nitrite (0.83 mL, 6.18 mmol) was added and the solution was refluxed for 6 h. The solvent was removed under reduced pressure to give a solid, which was recrystallised (EtOH) to give ethyl 1-[4-(trifluoromethoxy)phenyl]-1H-pyrazole-4-carboxylate (116) (1.527 g, 87%) as white flakes: mp 114-116° C.; 1H NMR (CDCl3) δ 8.38 (d, J=0.5 Hz, 1H), 8.10 (s... Starting materials: ClC=1C=C(C=CC1)NC=1C=CC=2N(N1)C(=CN2)CC=2C=C1C=CC=NC1=CC2 ((3-Chloro-phenyl)-(3-quinolin-6-ylmethyl-imidazo[1,2-b]pyridazin-6-yl)-amine), NC1=CC=CC=C1 (aniline), ClC=1C=C(N)C=CC1 (3-chloroaniline). The product is C1(=CC=CC=C1)NC=1C=CC=2N(N1)C(=CN2)CC=2C=C1C=CC=NC1=CC2 (Phenyl-(3-quinolin-6-ylmethyl-imidazo[1,2-b]pyridazin-6-yl)-amine). RXN SMILES: Cl[C:2]1[CH:3]=[C:4]([NH:8][C:9]2[CH:10]=[CH:11][C:12]3[N:13]([C:15]([CH2:18][C:19]4[CH:20]=[C:21]5[C:26](=[CH:27][CH:28]=4)[N:25]=[CH:24][CH:23]=[CH:22]5)=[CH:16][N:17]=3)[N:14]=2)[CH:5]=[CH:6][CH:7]=1.NC1C=CC=CC=1.ClC1C=C(C=CC=1)N>>[C:4]1([NH:8][C:9]2[CH:10]=[CH:11][C:12]3[N:13]([C:15]([CH2:18][C:19]4[CH:20]=[C:21]5[C:26](=[CH:27][CH:28]=4)[N:25]=[CH:24][CH:23]=[CH:22]5)=[CH:16][N:17]=3)[N:14]=2)[CH:3]=[CH:2][CH:7]=[CH:6][CH:5]=1. Reported procedure: The title compound was prepared in analogy to the compound of Example 121 using aniline as starting material instead of 3-chloroaniline and with a preparative LCMS purification instead of a flash chromatography (tR 4.30 min (conditions 4), MH+=352.3, 1H-NMR in DMSO-d6: 8.91 (m, 1H); 8.36 (m, 1H); 8.17 (d, 1H); 8.08 (s, 1H); 8.03 (d, 1H); 7.96 (m, 1H); 7.79 (m, 1H); 7.58 (dd, 1H); 7.50 (m, 2H); 7.35 (d, 1H); 7.25 (t, 2H); 7.01 (t, 1H); 4.59 (s, 2H)). Starting materials: COC(=O)C1(NC(=O)c2ccc(OCCc3cccc(C)c3)c(C(O)C(F)(F)F)c2)CCC(C)CC1, CO, [Li+], [OH-], O. Product: Cc1cccc(CCOc2ccc(C(=O)NC3(C(=O)O)CCC(C)CC3)cc2C(O)C(F)(F)F)c1. Reaction SMILES: [CH3:1][O:2][C:3](=[O:4])[C:5]1([NH:12][C:13]([c:14]2[cH:15][c:16]([CH:30]([C:31]([F:32])([F:33])[F:34])[OH:35])[c:17]([O:20][CH2:21][CH2:22][c:23]3[cH:24][c:25]([CH3:29])[cH:26][cH:27][cH:28]3)[cH:18][cH:19]2)=[O:36])[CH2:6][CH2:7][CH:8]([CH3:11])[CH2:9][CH2:10]1.[CH3:40][OH:41].[Li+:37].[OH-:38].[OH2:39]>>[O:2]=[C:3]([OH:4])[C:5]1([NH:12][C:13]([c:14]2[cH:15][c:16]([CH:30]([C:31]([F:32])([F:33])[F:34])[OH:35])[c:17]([O:20][CH2:21][CH2:22][c:23]3[cH:24][c:25]([CH3:29])[cH:26][cH:27][cH:28]3)[cH:18][cH:19]2)=[O:36])[CH2:6][CH2:7][CH:8]([CH3:11])[CH2:9][CH2:10]1.